From a dataset of the Open Reaction Database (ORD), a public repository of structured organic reaction records. describe an organic reaction: reactants, conditions, products, and yield The reactants are [BH4-], C1CCOC1, COC(=O)CCc1ccc(CC=O)cc1, CO, [Na+]. Yields the product COC(=O)CCc1ccc(CCO)cc1. As a reaction SMILES: [BH4-:16].[CH2:18]1[O:19][CH2:20][CH2:21][CH2:22]1.[CH3:1][O:2][C:3]([CH2:4][CH2:5][c:6]1[cH:7][cH:8][c:9]([CH2:12][CH:13]=[O:14])[cH:10][cH:11]1)=[O:15].[CH3:23][OH:24].[Na+:17]>>[CH3:1][O:2][C:3]([CH2:4][CH2:5][c:6]1[cH:7][cH:8][c:9]([CH2:12][CH2:13][OH:14])[cH:10][cH:11]1)=[O:15]. Reactants: C(CCC)[Li] (n-butyllithium), CC(C)(C)S(=O)N=C1COC1 (2-methyl-N-(oxetan-3-ylidene)propane-2-sulfinamide), BrC1=NC=C(C=C1)Br (2,5-dibromopyridine). Solvent: C1(=CC=CC=C1)C (toluene), C1(=CC=CC=C1)C (toluene). Run at temperature 0 celsius, time 20 minute. Yield: 31.3%. Reported procedure: To a toluene (20 ml) solution of 2,5-dibromopyridine (1.93 g, 8.16 mmol) that is cooled to −78° C. in an atmosphere of nitrogen is added n-butyllithium (2.5 M in hexanes, 3.6 ml, 8.98 mmol) dropwise via syringe over a period of five minutes. The reaction mixture is stirred at −78° C. for ten minutes more before 2-methyl-N-(oxetan-3-ylidene)propane-2-sulfinamide (1.43 g, 8.16 mmol) is added all at once as a concentrated solution in toluene. The reaction is stirred for 30 minutes at −78° C. and fo... Reaction SMILES: Br[C:2]1[CH:7]=[CH:6][C:5]([Br:8])=[CH:4][N:3]=1.C([Li])CCC.[CH3:14][C:15]([S:18]([N:20]=[C:21]1[CH2:24][O:23][CH2:22]1)=[O:19])([CH3:17])[CH3:16]>C1(C)C=CC=CC=1>[Br:8][C:5]1[CH:6]=[CH:7][C:2]([C:21]2([NH:20][S:18]([C:15]([CH3:17])([CH3:16])[CH3:14])=[O:19])[CH2:24][O:23][CH2:22]2)=[N:3][CH:4]=1. Product: BrC=1C=CC(=NC1)C1(COC1)NS(=O)C(C)(C)C (N-(3-(5-bromopyridin-2-yl)oxetan-3-yl)-2-methylpropane-2-sulfinamide). Reactants: [Li+].[BH4-] (LiBH4), C(C)OC(=O)C1C(C1)C1=CC(=C(C=C1)OC)F (2-(3-fluoro-4-methoxy-phenyl)-cyclopropane carboxylic acid-ethyl ester), O (water). The solvent is C1CCOC1 (THF). Reaction conditions: temperature 50 celsius, time 2 hour. Product: FC=1C=C(C=CC1OC)C1C(C1)CO ([2-(3-fluoro-4-methoxy-phenyl)-cyclopropyl]-methanol). Yield: 88.8%. Reaction SMILES: C([O:3][C:4]([CH:6]1[CH2:8][CH:7]1[C:9]1[CH:14]=[CH:13][C:12]([O:15][CH3:16])=[C:11]([F:17])[CH:10]=1)=O)C.[Li+].[BH4-].O>C1COCC1>[F:17][C:11]1[CH:10]=[C:9]([CH:7]2[CH2:8][CH:6]2[CH2:4][OH:3])[CH:14]=[CH:13][C:12]=1[O:15][CH3:16] |f:1.2|. Procedure details: After 2-(3-fluoro-4-methoxy-phenyl)-cyclopropane carboxylic acid-ethyl ester (0.71 g, 2.98 mmol) was dissolved in anhydrous THF (10 mL), LiBH4-2.0M THF solution (3 mL, 5.96 mmol) was added thereto, and the mixture was stirred at 50° C. for 2 hours. After the termination of the reaction, the reactant was cooled to room temperature, added with water, and then extracted with EtOAc. The organic layer was separated, dried with MgSO4, and then concentrated under reduced pressure to obtain the title co... Reactants: C, CO, [H][H], O=C1c2cccc([N+](=O)[O-])c2C(=O)N1CCc1ccc(O)cc1, [Pd]. The product is Nc1cccc2c1C(=O)N(CCc1ccc(O)cc1)C2=O. RXN SMILES: [C:26].[CH3:28][OH:29].[H:24][H:25].[OH:1][c:2]1[cH:3][cH:4][c:5]([CH2:8][CH2:9][N:10]2[C:11](=[O:23])[c:12]3[c:13]([c:16]([N+:20]([O-:21])=[O:22])[cH:17][cH:18][cH:19]3)[C:14]2=[O:15])[cH:6][cH:7]1.[Pd:27]>>[OH:1][c:2]1[cH:3][cH:4][c:5]([CH2:8][CH2:9][N:10]2[C:11](=[O:23])[c:12]3[c:13]([c:16]([NH2:20])[cH:17][cH:18][cH:19]3)[C:14]2=[O:15])[cH:6][cH:7]1.